From a dataset of the Open Reaction Database (ORD), a public repository of structured organic reaction records. describe an organic reaction: reactants, conditions, products, and yield The reactants are C(=O)(O)C1=CC=CC=2C(C(=C(OC21)C2=CC=CC=C2)C)=O (8-carboxy-3-methyl-4-oxo-2-phenyl-4H-1-benzopyran), ClCCN1CCN(CC1)C1=C(C=CC=C1)OC (1-(2-chloroethyl)-4-(2-methoxyphenyl)-piperazine), C(C)O.C(C)OCC (ethanol diethyl ether). The product is Cl.Cl.COC1=C(C=CC=C1)N1CCN(CC1)CCOC(=O)CC1=CC=CC=2C(C(=C(OC21)C2=CC=CC=C2)C)=O (8-{2-[4-(2-Methoxyphenyl)-1-piperazinyl]ethoxycarbonylmethyl}-3-methyl-4-oxo-2-phenyl-4H-1-benzopyran dihydrochloride). RXN SMILES: C([C:4]1[C:13]2[O:12][C:11]([C:14]3[CH:19]=[CH:18][CH:17]=[CH:16][CH:15]=3)=[C:10]([CH3:20])[C:9](=[O:21])[C:8]=2[CH:7]=[CH:6][CH:5]=1)(O)=O.[Cl:22][CH2:23][CH2:24][N:25]1[CH2:30][CH2:29][N:28]([C:31]2[CH:36]=[CH:35][CH:34]=[CH:33][C:32]=2[O:37][CH3:38])[CH2:27][CH2:26]1.[CH2:39]([OH:41])[CH3:40].C([O:44]CC)C>>[ClH:22].[ClH:22].[CH3:38][O:37][C:32]1[CH:33]=[CH:34][CH:35]=[CH:36][C:31]=1[N:28]1[CH2:29][CH2:30][N:25]([CH2:24][CH2:23][O:41][C:39]([CH2:40][C:4]2[C:13]3[O:12][C:11]([C:14]4[CH:15]=[CH:16][CH:17]=[CH:18][CH:19]=4)=[C:10]([CH3:20])[C:9](=[O:21])[C:8]=3[CH:7]=[CH:6][CH:5]=2)=[O:44])[CH2:26][CH2:27]1 |f:2.3,4.5.6|. Procedure details: The title compound was prepared by the method described in Example 5, but using Intermediate XLVII in place of 8-carboxy-3-methyl-4-oxo-2-phenyl-4H-1-benzopyran and 1-(2-chloroethyl)-4-(2-methoxyphenyl)-piperazine instead of 1-(3-chloropropyl)-4-(2-methoxyphenyl)piperazine. m.p. 193°-196° C. from ethanol/diethyl ether. The reactants are CC1(C(CC(CC1)=O)=O)C (4,4-Dimethyl-1,3-cyclohexanedione), [N+](=O)([O-])C=1C=C(C=O)C=CC1 (3-nitrobenzaldehyde), NC1=NNC=C1 (3-aminopyrazole). Product: CC1(C(C=2C(N3C(NC2CC1)=CC=N3)C3=CC(=CC=C3)[N+](=O)[O-])=O)C (7,7-Dimethyl-9-(3-nitrophenyl)-5,6,7,9-tetrahydropyrazolo[5,1-b]quinazolin-8(4H)-one). RXN SMILES: [CH3:1][C:2]1([CH3:10])[CH2:7][CH2:6][C:5](=O)[CH2:4][C:3]1=[O:9].[N+:11]([C:14]1[CH:15]=[C:16]([CH:19]=[CH:20][CH:21]=1)[CH:17]=O)([O-:13])=[O:12].[NH2:22][C:23]1[CH:27]=[CH:26][NH:25][N:24]=1>>[CH3:1][C:2]1([CH3:10])[CH2:7][CH2:6][C:5]2[NH:22][C:23]3=[CH:27][CH:26]=[N:25][N:24]3[CH:17]([C:16]3[CH:19]=[CH:20][CH:21]=[C:14]([N+:11]([O-:13])=[O:12])[CH:15]=3)[C:4]=2[C:3]1=[O:9]. Procedure: 4,4-Dimethyl-1,3-cyclohexanedione, 3-nitrobenzaldehyde and 3-aminopyrazole were processed as described in General Procedure A to provide the title compound. Reported procedure: 2.0 g (yield: 86%) of benzhydryl 7-[2-allyloxyimino-2-(2-tritylaminothiazol-4-yl)acetamido]-3-(6,7-dihydroxyisoquinolinio)methyl-3-cephem-4-carboxylate 1-oxide iodide (syn-isomer) was prepared from 2.0 g (2.0 mmol) of benzhydryl 7-[2-allyloxyimino-2-(2-tritylaminothiazol-4-yl)acetamido]-3-iodomethyl-3-cephem-4-carboxylate 1-oxide (syn-isomer) and 600 mg (2.3 mmol) of 6,7-dihydroxyisoquinoline hydrobromide monohydrate in the same manner as in Example 1(D). Reaction SMILES: [CH2:1]([O:4][N:5]=[C:6]([C:38]1[N:39]=[C:40]([NH:43][C:44]([C:57]2[CH:62]=[CH:61][CH:60]=[CH:59][CH:58]=2)([C:51]2[CH:56]=[CH:55][CH:54]=[CH:53][CH:52]=2)[C:45]2[CH:50]=[CH:49][CH:48]=[CH:47][CH:46]=2)[S:41][CH:42]=1)[C:7]([NH:9][CH:10]1[C:36](=[O:37])[N:12]2[C:13]([C:20]([O:22][CH:23]([C:30]3[CH:35]=[CH:34][CH:33]=[CH:32][CH:31]=3)[C:24]3[CH:29]=[CH:28][CH:27]=[CH:26][CH:25]=3)=[O:21])=[C:14]([CH2:18][I:19])[CH2:15][S:16](=[O:17])[C@H:11]12)=[O:8])[CH:2]=[CH2:3].O.Br.[OH:65][C:66]1[CH:67]=[C:68]2[C:73](=[CH:74][C:75]=1[OH:76])[CH:72]=[N:71][CH:70]=[CH:69]2>>[I-:19].[CH2:1]([O:4][N:5]=[C:6]([C:38]1[N:39]=[C:40]([NH:43][C:44]([C:57]2[CH:62]=[CH:61][CH:60]=[CH:59][CH:58]=2)([C:51]2[CH:56]=[CH:55][CH:54]=[CH:53][CH:52]=2)[C:45]2[CH:50]=[CH:49][CH:48]=[CH:47][CH:46]=2)[S:41][CH:42]=1)[C:7]([NH:9][CH:10]1[C:36](=[O:37])[N:12]2[C:13]([C:20]([O:22][CH:23]([C:30]3[CH:35]=[CH:34][CH:33]=[CH:32][CH:31]=3)[C:24]3[CH:29]=[CH:28][CH:27]=[CH:26][CH:25]=3)=[O:21])=[C:14]([CH2:18][C:72]3[C:73]4[C:68](=[CH:67][C:66]([OH:65])=[C:75]([OH:76])[CH:74]=4)[CH:69]=[CH:70][NH+:71]=3)[CH2:15][S:16](=[O:17])[C@H:11]12)=[O:8])[CH:2]=[CH2:3] |f:1.2.3,4.5|. The reactants are C(C=C)ON=C(C(=O)NC1[C@@H]2N(C(=C(CS2=O)CI)C(=O)OC(C2=CC=CC=C2)C2=CC=CC=C2)C1=O)C=1N=C(SC1)NC(C1=CC=CC=C1)(C1=CC=CC=C1)C1=CC=CC=C1 (benzhydryl 7-[2-allyloxyimino-2-(2-tritylaminothiazol-4-yl)acetamido]-3-iodomethyl-3-cephem-4-carboxylate 1-oxide), O.Br.OC=1C=C2C=CN=CC2=CC1O (6,7-dihydroxyisoquinoline hydrobromide monohydrate). Yield: 88.1%. Yields the product [I-].C(C=C)ON=C(C(=O)NC1[C@@H]2N(C(=C(CS2=O)CC2=[NH+]C=CC3=CC(=C(C=C23)O)O)C(=O)OC(C2=CC=CC=C2)C2=CC=CC=C2)C1=O)C=1N=C(SC1)NC(C1=CC=CC=C1)(C1=CC=CC=C1)C1=CC=CC=C1 (benzhydryl 7-[2-allyloxyimino-2-(2-tritylaminothiazol-4-yl)acetamido]-3-(6,7-dihydroxyisoquinolinio)methyl-3-cephem-4-carboxylate 1-oxide iodide). Product: C1CCN2CCCC12CNC(=O)N1CCC2=CC=CC=C12 (2,3-dihydro-N-(tetrahydro-1H-pyrrolizin-7a(5H)-ylmethyl)-1H-indole-1-carboxamide). Reactants: NCC12CCCN2CCC1 (7a-Aminomethylhexahydro-1H-pyrrolizine), N1CCC2=CC=CC=C12.ClC(NC([O-])=O)(Cl)Cl (indoline N-trichloromethylcarbamate). The solvent is C1(=CC=CC=C1)C (toluene). Procedure details: 7a-Aminomethylhexahydro-1H-pyrrolizine is reacted with indoline-N-trichloromethylcarbamate [J. Medicinal Chemistry (1990) 33: 1929] in toluene at reflux to afford the title compound after extractive workup and column chromatography. As a reaction SMILES: [NH2:1][CH2:2][C:3]12[CH2:10][CH2:9][CH2:8][N:7]1[CH2:6][CH2:5][CH2:4]2.[NH:11]1[C:19]2[C:14](=[CH:15][CH:16]=[CH:17][CH:18]=2)[CH2:13][CH2:12]1.ClC(Cl)(Cl)N[C:23](=O)[O-:24]>C1(C)C=CC=CC=1>[CH2:4]1[C:3]2([CH2:2][NH:1][C:23]([N:11]3[C:19]4[C:14](=[CH:15][CH:16]=[CH:17][CH:18]=4)[CH2:13][CH2:12]3)=[O:24])[N:7]([CH2:8][CH2:9][CH2:10]2)[CH2:6][CH2:5]1 |f:1.2|. Reactants: C(C)(=O)NC(C)(C)C1=CC=C(C(=O)O)C=C1 (4-(1-acetamido-1-methylethyl)benzoic acid), S(O)(O)(=O)=O (sulfuric acid), CO (methanol). Yields the product C(C)(=O)NC(C)(C)C1=CC=C(C(=O)OC)C=C1 (Methyl 4-(1-Acetamido-1-methylethyl)benzoate). As a reaction SMILES: [C:1]([NH:4][C:5]([C:8]1[CH:16]=[CH:15][C:11]([C:12]([OH:14])=[O:13])=[CH:10][CH:9]=1)([CH3:7])[CH3:6])(=[O:3])[CH3:2].S(=O)(=O)(O)O.[CH3:22]O>>[C:1]([NH:4][C:5]([C:8]1[CH:9]=[CH:10][C:11]([C:12]([O:14][CH3:22])=[O:13])=[CH:15][CH:16]=1)([CH3:7])[CH3:6])(=[O:3])[CH3:2]. Procedure details: A suspension of 4-(1-acetamido-1-methylethyl)benzoic acid (73.4 g) and sulfuric acid (0.7 ml) in methanol (370 ml) was refluxed for 16 hr. The solvent was evaporated and 10% aqueous sodium hydrogencarbonate (500 ml) was added and the mixture was extracted with ethyl acetate (500 ml). The extract was washed with saturated brine and dried over anhydrous magnesium sulfate. The solvent was evaporated and the obtained residue was recrystallized from ethyl acetate-isopropyl ether to give the title com... As a reaction SMILES: N1C=CC=CC=1.[C:7](Cl)(=[O:9])[CH3:8].[Br:11][C:12]1[C:13]([F:20])=[CH:14][C:15]([CH3:19])=[C:16]([CH:18]=1)[NH2:17].Cl>C(Cl)(Cl)Cl.O.C(Cl)Cl>[Br:11][C:12]1[C:13]([F:20])=[CH:14][C:15]([CH3:19])=[C:16]([NH:17][C:7](=[O:9])[CH3:8])[CH:18]=1. Reactants: Cl (hydrochloric acid), N1=CC=CC=C1 (Pyridine), C(C)(=O)Cl (acetyl chloride), BrC=1C(=CC(=C(N)C1)C)F (5-bromo-4-fluoro-2-methylaniline). Run at time 1 hour. Product: BrC=1C(=CC(=C(C1)NC(C)=O)C)F (N-(5-bromo-4-fluoro-2-methylphenyl)acetamide). Solvent: C(Cl)(Cl)Cl (chloroform), O (Water), C(Cl)Cl (methylene chloride). Procedure: Pyridine (1.0 mL) and acetyl chloride (0.67 mL) were sequentially added to a methylene chloride (17 mL) solution of 5-bromo-4-fluoro-2-methylaniline (1.74 g), followed by stirring at room temperature for 1 hour. Water, 1 mol/L hydrochloric acid, and chloroform were added to the reaction mixture. The organic layer was separated, washed with a saturated aqueous solution of sodium chloride, and dried over anhydrous magnesium sulfate, and the solvent was evaporated under reduced pressure. Hexane was...